From a dataset of the Open Reaction Database (ORD), a public repository of structured organic reaction records. describe an organic reaction: reactants, conditions, products, and yield Reactants: CC1(OB(OC1(C)C)C1=C2C=NNC2=CC(=C1)C(F)(F)F)C (4-(4,4,5,5-tetramethyl-1,3,2-dioxaborolan-2-yl)-6-(trifluoromethyl)-1H-indazole), BrC1=C(C=C(C=C1)S(=O)(=O)N)F (4-bromo-3-fluorobenzenesulfonamide), C([O-])(O)=O.[Na+] (sodium bicarbonate). Reagents/catalysts: C1=CC=C(C=C1)P([C-]2C=CC=C2)C3=CC=CC=C3.C1=CC=C(C=C1)P([C-]2C=CC=C2)C3=CC=CC=C3.Cl[Pd]Cl.[Fe+2] (PdCl2(dppf)). The solvent is O1CCOCC1 (dioxane). Reaction conditions: temperature 140 celsius. Yields the product C(=O)(C(F)(F)F)O (TFA), FC=1C=C(C=CC1C1=C2C=NNC2=CC(=C1)C(F)(F)F)S(=O)(=O)N (3-fluoro-4-(6-(trifluoromethyl)-1H-indazol-4-yl)benzenesulfonamide). Isolated yield 59.6%. Reaction SMILES: CC1(C)C(C)(C)OB([C:9]2[CH:17]=[C:16]([C:18]([F:21])([F:20])[F:19])[CH:15]=[C:14]3[C:10]=2[CH:11]=[N:12][NH:13]3)O1.Br[C:24]1[CH:29]=[CH:28][C:27]([S:30]([NH2:33])(=[O:32])=[O:31])=[CH:26][C:25]=1[F:34].[C:35](=[O:38])(O)[O-:36].[Na+]>C1C=CC(P(C2C=CC=CC=2)[C-]2C=CC=C2)=CC=1.C1C=CC(P(C2C=CC=CC=2)[C-]2C=CC=C2)=CC=1.Cl[Pd]Cl.[Fe+2].O1CCOCC1>[C:35]([OH:36])([C:18]([F:21])([F:20])[F:19])=[O:38].[F:34][C:25]1[CH:26]=[C:27]([S:30]([NH2:33])(=[O:31])=[O:32])[CH:28]=[CH:29][C:24]=1[C:9]1[CH:17]=[C:16]([C:18]([F:19])([F:20])[F:21])[CH:15]=[C:14]2[C:10]=1[CH:11]=[N:12][NH:13]2 |f:2.3,4.5.6.7|. Procedure: To a 5 mL vial equipped with a magnetic stir bar were added 4-(4,4,5,5-tetramethyl-1,3,2-dioxaborolan-2-yl)-6-(trifluoromethyl)-1H-indazole (40 mg, 0.128 mmol), 4-bromo-3-fluorobenzenesulfonamide (39.1 mg, 0.154 mmol), aqueous saturated sodium bicarbonate (0.274 mL, 0.513 mmol), PdCl2(dppf) (9.38 mg, 0.013 mmol), and dioxane (2 mL) to give an orange suspension. The vial was sealed and then heated in a microwave reactor at 140° C. for 30 minutes. The reaction mixture was subsequently filtered and... Reactants: COC(=O)C1=CC=C(C=C1)B(O)O (4-Methoxycarbonylphenylboronic acid), CN(C=O)C (N,N-dimethylformamide), BrC=1C=C(C2=CC=CC=C2C1)C#N (3-bromonaphthalene-1-carbonitrile), C([O-])([O-])=O.[Cs+].[Cs+] (cesium carbonate). Reagents/catalysts: C=1C=CC(=CC1)[P](C=2C=CC=CC2)(C=3C=CC=CC3)[Pd]([P](C=4C=CC=CC4)(C=5C=CC=CC5)C=6C=CC=CC6)([P](C=7C=CC=CC7)(C=8C=CC=CC8)C=9C=CC=CC9)[P](C=1C=CC=CC1)(C=1C=CC=CC1)C=1C=CC=CC1 (tetrakis(triphenylphosphine)palladium). Solvent: O (water), O (water). Run at temperature 150 celsius, time 40 minute. Yields the product COC(C1=CC=C(C=C1)C1=CC2=CC=CC=C2C(=C1)C#N)=O (4-(4-cyanonaphthalene-2-yl)benzoic acid methyl ester). The yield is 40.4%. Reaction SMILES: [CH3:1][O:2][C:3]([C:5]1[CH:10]=[CH:9][C:8](B(O)O)=[CH:7][CH:6]=1)=[O:4].Br[C:15]1[CH:16]=[C:17]([C:25]#[N:26])[C:18]2[C:23]([CH:24]=1)=[CH:22][CH:21]=[CH:20][CH:19]=2.C(=O)([O-])[O-].[Cs+].[Cs+].CN(C)C=O>C1C=CC([P]([Pd]([P](C2C=CC=CC=2)(C2C=CC=CC=2)C2C=CC=CC=2)([P](C2C=CC=CC=2)(C2C=CC=CC=2)C2C=CC=CC=2)[P](C2C=CC=CC=2)(C2C=CC=CC=2)C2C=CC=CC=2)(C2C=CC=CC=2)C2C=CC=CC=2)=CC=1.O>[CH3:1][O:2][C:3](=[O:4])[C:5]1[CH:10]=[CH:9][C:8]([C:15]2[CH:16]=[C:17]([C:25]#[N:26])[C:18]3[C:23](=[CH:22][CH:21]=[CH:20][CH:19]=3)[CH:24]=2)=[CH:7][CH:6]=1 |f:2.3.4,^1:41,43,62,81|. Reported procedure: 4-Methoxycarbonylphenylboronic acid (0.039 g), 3-bromonaphthalene-1-carbonitrile (0.05 g), tetrakis(triphenylphosphine)palladium (0.012 g) and cesium carbonate (0.11 g) were suspended in a mixed solvent of N,N-dimethylformamide (3 mL) and water (1 mL), and the resulting mixture was stirred at 150° C. for 40 minutes using microwave reactor (Biotage). The reaction mixture was poured into water, and the resulting mixture was extracted with ethyl acetate. The organic layer was concentrated under red...